From a dataset of the Open Reaction Database (ORD), a public repository of structured organic reaction records. describe an organic reaction: reactants, conditions, products, and yield Starting materials: CCOC=C(C(=O)OCC)C(=O)OCC (ethyl ethoxymethylene malonate), COC1=CC=C(N)C=C1 (4-methoxy-aniline), C1(=CC=CC=C1)OC1=CC=CC=C1 (phenyl oxide). Product: COC=1C=C2C(=C(C=NC2=CC1)C(=O)OCC)O (ethyl 6-methoxy-4-hydroxy-3-quinoline-carboxylate). As a reaction SMILES: CCO[CH:4]=[C:5]([C:11]([O:13]CC)=O)[C:6]([O:8][CH2:9][CH3:10])=[O:7].[CH3:16][O:17][C:18]1[CH:24]=[CH:23][C:21]([NH2:22])=[CH:20][CH:19]=1.C1(OC2C=CC=CC=2)C=CC=CC=1>>[CH3:16][O:17][C:18]1[CH:19]=[C:20]2[C:21](=[CH:23][CH:24]=1)[N:22]=[CH:4][C:5]([C:6]([O:8][CH2:9][CH3:10])=[O:7])=[C:11]2[OH:13]. Reported procedure: Using the procedure of Example 2, ethyl ethoxymethylene malonate and 4-methoxy-aniline were reacted and treated with phenyl oxide to obtain ethyl 6-methoxy-4-hydroxy-3-quinoline-carboxylate melting at >260° C. The reactants are C(C)C(C(=O)O)(CC)OC (2-ethyl-2-methoxybutyric acid), [Si](C)(C)(C(C)(C)C)O[C@@H]1C=C2C=C[C@@H]([C@@H]([C@H]2[C@H](C1)O)CC[C@@H]1C[C@H](CC(O1)=O)O[Si](C)(C)C(C)(C)C)C ((4R,6R)-6-{(1S,2S,6S,8S,8aR)-2-[1,2,6,7,8,8a-hexahydro-6-t-butyldimethylsilyloxy-8-hydroxy-2-methyl-1-naphthyl]ethyl}tetrahydro-4-t-butyldimethylsilyloxy-2H-pyran-2-one). The product is [Si](C)(C)(C(C)(C)C)O[C@@H]1C=C2C=C[C@@H]([C@@H]([C@H]2[C@H](C1)OC(C(CC)(OC)CC)=O)CC[C@@H]1C[C@H](CC(O1)=O)O[Si](C)(C)C(C)(C)C)C ((4R,6R)-6-{(1S,2S,6S,8S,8aR)-2-[1,2,6,7,8,8a-Hexahydro-6-t-butyldimethylsilyloxy-8-(2-ethyl-2-methoxybutyryloxy)-2-methyl-1-naphthyl]ethyl}tetrahydro-4-t-butyldimethylsilyloxy-2H-pyran-2-one). Yield: 45.3%. As a reaction SMILES: [CH2:1]([C:3]([O:9][CH3:10])([CH2:7][CH3:8])[C:4]([OH:6])=[O:5])[CH3:2].[Si:11]([O:18][C@H:19]1[CH2:28][C@H:27](O)[C@H:26]2[C:21]([CH:22]=[CH:23][C@H:24]([CH3:47])[C@@H:25]2[CH2:30][CH2:31][C@H:32]2[O:37][C:36](=[O:38])[CH2:35][C@H:34]([O:39][Si:40]([C:43]([CH3:46])([CH3:45])[CH3:44])([CH3:42])[CH3:41])[CH2:33]2)=[CH:20]1)([C:14]([CH3:17])([CH3:16])[CH3:15])([CH3:13])[CH3:12]>>[Si:11]([O:18][C@H:19]1[CH2:28][C@H:27]([O:5][C:4](=[O:6])[C:3]([CH2:7][CH3:8])([O:9][CH3:10])[CH2:1][CH3:2])[C@H:26]2[C:21]([CH:22]=[CH:23][C@H:24]([CH3:47])[C@@H:25]2[CH2:30][CH2:31][C@H:32]2[O:37][C:36](=[O:38])[CH2:35][C@H:34]([O:39][Si:40]([C:43]([CH3:46])([CH3:45])[CH3:44])([CH3:41])[CH3:42])[CH2:33]2)=[CH:20]1)([C:14]([CH3:15])([CH3:16])[CH3:17])([CH3:13])[CH3:12]. Procedure: A procedure similar to that described in Example 10, above, was followed, but using 1.28 g of 2-ethyl-2-methoxybutyric acid and 1.0 g of (4R,6R)-6-{(1S,2S,6S,8S,8aR)-2-[1,2,6,7,8,8a-hexahydro-6-t-butyldimethylsilyloxy-8-hydroxy-2-methyl-1-naphthyl]ethyl}tetrahydro-4-t-butyldimethylsilyloxy-2H-pyran-2-one [prepared as described in Example B, above], to give 558 mg of the title compound as a colorless foam.